describe an organic reaction: reactants, conditions, products, and yield From a dataset of the Open Reaction Database (ORD), a public repository of structured organic reaction records. Run in C1(=CC=CC=C1)C (toluene), C1(=CC=CC=C1)C (toluene). Reactants: C(C)OP(OCC)[O-] (diethylphosphite), [H-].[Na+] (NaH), C(C)C1=C(C(=C(C2=CC(=CC=C12)CBr)CC)C(F)(F)P([O-])([O-])=O)Br (diethyl[3-bromo-7-(bromomethy)-2-naphthyl](difluoro)methylphosphonate). Conditions: time 1 hour. Yields the product BrC=1C=C2C=CC(=CC2=CC1C(F)(F)P(=O)(OCC)OCC)CP(OCC)(OCC)=O (Diethyl {6-bromo-7-[(diethoxyphosphoryl)(difluoro)methyl]-2-naphthyl}methylphosphonate). Procedure details: To a solution of diethylphosphite (0.22 mL) in toluene (5 mL) at 0° C. was added NaH (60% in mineral oil, 20 mg). The reaction mixture was stirred for 1 hour and then a solution of diethyl[3-bromo-7-(bromomethy)-2-naphthyl](difluoro)methylphosphonate (220 mg) in toluene (2 mL) was added dropwise. The reaction was stirred for 1 h at 0° C., quenched with a solution of saturated NH4Cl, extracted with EtOAc and dried over Na2SO4. The organic extracts were evaporated to dryness and the residue was pu... RXN SMILES: [CH2:1]([O:3][P:4]([O-:8])[O:5][CH2:6][CH3:7])[CH3:2].[H-].[Na+].C([C:13]1[C:22]2[C:17](=[CH:18][C:19]([CH2:23]Br)=[CH:20][CH:21]=2)[C:16](CC)=[C:15]([C:27](P(=O)([O-])[O-])([F:29])[F:28])[C:14]=1[Br:34])C>C1(C)C=CC=CC=1>[Br:34][C:14]1[CH:13]=[C:22]2[C:17](=[CH:16][C:15]=1[C:27]([P:4]([O:5][CH2:6][CH3:7])([O:3][CH2:1][CH3:2])=[O:8])([F:28])[F:29])[CH:18]=[C:19]([CH2:23][P:4](=[O:8])([O:5][CH2:6][CH3:7])[O:3][CH2:1][CH3:2])[CH:20]=[CH:21]2 |f:1.2|.